This data is from the Open Reaction Database (ORD), a public repository of structured organic reaction records. The task is: describe an organic reaction: reactants, conditions, products, and yield The reactants are C(C)(C)(C)[Si](O[C@@H]1[C@@H]2CCC[C@@H]([C@]2(CCC1)C)[C@@H](CCCC(C)(O)C)C)(C)C ((R)-6-[(1R,4aR,5S,8aR)-5-(tert-butyl-dimethyl-silanyloxy)-8a-methyl-decahydronaphtalen-1-yl]-2-methyl-heptan-2-ol), C(C)#N (acetonitrile), aqueous HF solution, O (water). The solvent is O1CCCC1 (tetrahydrofuran). Conditions: time 72 hour. Yields the product OC(CCC[C@@H](C)[C@@H]1[C@]2(CCC[C@@H]([C@@H]2CCC1)O)C)(C)C ((1S,4aR,5R,8aR)-5-[(R)-5-Hydroxy-1,5-dimethyl-hexyl]-4a-methyl -decahydro-naphtalen-1-ol). The yield is 55.5%. Reaction SMILES: C([Si](C)(C)[O:6][C@H:7]1[CH2:16][CH2:15][CH2:14][C@@:13]2([CH3:17])[C@H:8]1[CH2:9][CH2:10][CH2:11][C@@H:12]2[C@H:18]([CH3:26])[CH2:19][CH2:20][CH2:21][C:22]([CH3:25])([OH:24])[CH3:23])(C)(C)C.C(#N)C.O>O1CCCC1>[OH:24][C:22]([CH3:23])([CH3:25])[CH2:21][CH2:20][CH2:19][C@H:18]([C@H:12]1[CH2:11][CH2:10][CH2:9][C@@H:8]2[C@:13]1([CH3:17])[CH2:14][CH2:15][CH2:16][C@@H:7]2[OH:6])[CH3:26]. Procedure details: To a stirred solution of 267 mg (0.65 mMol) of (R)-6-[(1R,4aR,5S,8aR)-5-(tert-butyl-dimethyl-silanyloxy)-8a-methyl-decahydronaphtalen-1-yl]-2-methyl-heptan-2-ol in 2.5 ml of tetrahydrofuran are added 7.5 ml of acetonitrile and 2.5 ml of an aqueous HF solution (40%). The reaction mixture is kept for 72 hours, poured unto water and extracted three times with diethylether, the combined organic extracts are washed with a saturated aqueous NaHCO3 solution, with water, dried over Na2SO4, filtered and ... Starting materials: N1=CC=C(C=C1)C(=O)C1C(C2=C(SC=C2)C1)=O (5-(Pyridine-4-carbonyl)-5,6-dihydro-cyclopenta[b]thiophen-4-one), O.NN (hydrazine monohydrate), C(C)(=O)O (acetic acid). Run in C(C)O (ethanol). Run at temperature 25 celsius. Yields the product N1=CC=C(C=C1)C1=NNC2=C1CC=1SC=CC21 (6-Pyridin-4-yl-4,7-dihydro-1-thia-4,5-diaza-cyclopenta[a]pentalene). Yield: 52.5%. As a reaction SMILES: [N:1]1[CH:6]=[CH:5][C:4]([C:7]([CH:9]2[CH2:16][C:12]3[S:13][CH:14]=[CH:15][C:11]=3[C:10]2=O)=O)=[CH:3][CH:2]=1.O.[NH2:19][NH2:20].C(O)(=O)C>C(O)C>[N:1]1[CH:6]=[CH:5][C:4]([C:7]2[C:9]3[CH2:16][C:12]4[S:13][CH:14]=[CH:15][C:11]=4[C:10]=3[NH:20][N:19]=2)=[CH:3][CH:2]=1 |f:1.2|. Reported procedure: 5-(Pyridine-4-carbonyl)-5,6-dihydro-cyclopenta[b]thiophen-4-one (1.95 g, 8 mmol), hydrazine monohydrate (0.6 mL, 12 mmol), glacial acetic acid (1.4 mL) and ethanol (20 mL) were heated at 100° C. under nitrogen for 4 hr. The mixture was cooled to 25° C. and concentrated under reduced pressure to give a solid which was recrystallized from ethanol to provide the corresponding 6-Pyridin-4-yl-4,7-dihydro-1-thia-4,5-diaza-cyclopenta[a]pentalene (1.16 g, 4.2 mmol) as white solid in 53% yield. RXN SMILES: [C:22]([CH3:23])([CH3:24])([CH3:25])[Si:26]([O:27][CH:28]1[CH2:29][CH2:30][CH2:31][C:32](=[O:36])[CH2:33][CH2:34][CH2:35]1)([CH3:37])[CH3:38].[CH3:1][C:2]([CH3:3])([O-:4])[CH3:5].[CH3:20][OH:21].[CH3:39][O:40][CH2:41][CH2:42][O:43][CH3:44].[K+:6].[S:7]([c:9]1[cH:10][cH:11][c:12]([CH3:13])[cH:14][cH:15]1)(=[O:16])([CH2:17][N+:18]#[C-:8])=[O:19]>>[C:17](#[N:18])[CH:32]1[CH2:31][CH2:30][CH2:29][CH:28]([O:27][Si:26]([C:22]([CH3:23])([CH3:24])[CH3:25])([CH3:37])[CH3:38])[CH2:35][CH2:34][CH2:33]1. Yields the product CC(C)(C)[Si](C)(C)OC1CCCC(C#N)CCC1. The reactants are CC(C)(C)[Si](C)(C)OC1CCCC(=O)CCC1, CC(C)(C)[O-], CO, COCCOC, [K+], [C-]#[N+]CS(=O)(=O)c1ccc(C)cc1. Reactants: O=C(O)c1ccc(Br)c(OCC2CC2)n1, O=C([O-])[O-], CC1CCCN1, Cc1ccccc1, [Cs+], [Cs+]. Yields the product CC1CCCN1c1ccc(C(=O)O)nc1OCC1CC1. As a reaction SMILES: [Br:1][c:2]1[cH:3][cH:4][c:5]([C:13](=[O:14])[OH:15])[n:6][c:7]1[O:8][CH2:9][CH:10]1[CH2:11][CH2:12]1.[C:22](=[O:23])([O-:24])[O-:25].[CH3:16][CH:17]1[NH:18][CH2:19][CH2:20][CH2:21]1.[CH3:28][c:29]1[cH:30][cH:31][cH:32][cH:33][cH:34]1.[Cs+:26].[Cs+:27]>>[c:2]1([N:18]2[CH:17]([CH3:16])[CH2:21][CH2:20][CH2:19]2)[cH:3][cH:4][c:5]([C:13](=[O:14])[OH:15])[n:6][c:7]1[O:8][CH2:9][CH:10]1[CH2:11][CH2:12]1. Reactants: C(C)OC(CCC1=C(C=C(C=C1)OCCC=1N=C(OC1C)C1=CC=C(C=C1)OC1=CC=CC=C1)C#N)=O (3-(2-cyano-4-{2-[5-methyl-2-(4-phenoxyphenyl)oxazol-4-yl]ethoxy}phenyl)propionic acid ethyl ester). Solvent: CCO (EtOH), [OH-].[Na+] (NaOH). Yields the product C(#N)C1=C(C=CC(=C1)OCCC=1N=C(OC1C)C1=CC=C(C=C1)OC1=CC=CC=C1)CCC(=O)O (3-(2-Cyano-4-{2-[5-methyl-2-(4-phenoxyphenyl)oxazol-4-yl]ethoxy}phenyl)propionic acid). RXN SMILES: C([O:3][C:4](=[O:37])[CH2:5][CH2:6][C:7]1[CH:12]=[CH:11][C:10]([O:13][CH2:14][CH2:15][C:16]2[N:17]=[C:18]([C:22]3[CH:27]=[CH:26][C:25]([O:28][C:29]4[CH:34]=[CH:33][CH:32]=[CH:31][CH:30]=4)=[CH:24][CH:23]=3)[O:19][C:20]=2[CH3:21])=[CH:9][C:8]=1[C:35]#[N:36])C>CCO.[OH-].[Na+]>[C:35]([C:8]1[CH:9]=[C:10]([O:13][CH2:14][CH2:15][C:16]2[N:17]=[C:18]([C:22]3[CH:27]=[CH:26][C:25]([O:28][C:29]4[CH:30]=[CH:31][CH:32]=[CH:33][CH:34]=4)=[CH:24][CH:23]=3)[O:19][C:20]=2[CH3:21])[CH:11]=[CH:12][C:7]=1[CH2:6][CH2:5][C:4]([OH:37])=[O:3])#[N:36] |f:2.3|. Procedure: A mixture of 2-(3-ethoxy-but-3-enyl)-5-hydroxy-benzonitrile (220 mg, 1.00 mmol), toluene-4-sulfonic acid 2-[5-methyl-2-(4-phenoxy-phenyl)-oxazol-4-yl]-ethyl ester (450 mg, 1.00 mmol; Preparation 6), and CsCO3 (978 mg, 3.00 mmol) in DMF (10 mL) was stirred overnight at 60° C. under an N2. The mixture was cooled, diluted with EtOAc (20 mL) and washed with brine (20 mL). The organic layer was dried (Na2SO4) and concentrated. The product mixture was purified by radial chromatography (10-70% EtOAc/he...